This data is from the Open Reaction Database (ORD), a public repository of structured organic reaction records. The task is: describe an organic reaction: reactants, conditions, products, and yield Starting materials: CC(CC1=C(C#N)C=C(C=C1)B1OC(C(O1)(C)C)(C)C)C (2-(2-methylpropyl)-5-(4,4,5,5-tetramethyl-1,3,2-dioxaborolan-2-yl)benzonitrile), BrC1=NSC(=N1)Cl (3-bromo-5-chloro-1,2,4-thiadiazole), P(=O)([O-])([O-])[O-].[K+].[K+].[K+] (tripotassium phosphate). Reagents/catalysts: C1=CC=C(C=C1)P([C-]2C=CC=C2)C3=CC=CC=C3.C1=CC=C(C=C1)P([C-]2C=CC=C2)C3=CC=CC=C3.Cl[Pd]Cl.[Fe+2] (PdCl2(dppf)). Solvent: CN(C=O)C (N,N-dimethylformamide), O (water), C(C)(=O)OCC (ethyl acetate). Reaction conditions: temperature 80 celsius. Product: BrC1=NSC(=N1)C=1C=CC(=C(C#N)C1)CC(C)C (5-(3-bromo-1,2,4-thiadiazol-5-yl)-2-(2-methylpropyl)benzonitrile). Isolated yield 88.5%. RXN SMILES: [CH3:1][CH:2]([CH3:21])[CH2:3][C:4]1[CH:11]=[CH:10][C:9](B2OC(C)(C)C(C)(C)O2)=[CH:8][C:5]=1[C:6]#[N:7].[Br:22][C:23]1[N:27]=[C:26](Cl)[S:25][N:24]=1.P([O-])([O-])([O-])=O.[K+].[K+].[K+]>CN(C)C=O.O.C(OCC)(=O)C.C1C=CC(P(C2C=CC=CC=2)[C-]2C=CC=C2)=CC=1.C1C=CC(P(C2C=CC=CC=2)[C-]2C=CC=C2)=CC=1.Cl[Pd]Cl.[Fe+2]>[Br:22][C:23]1[N:27]=[C:26]([C:9]2[CH:10]=[CH:11][C:4]([CH2:3][CH:2]([CH3:1])[CH3:21])=[C:5]([CH:8]=2)[C:6]#[N:7])[S:25][N:24]=1 |f:2.3.4.5,9.10.11.12|. Procedure: To a solution of 2-(2-methylpropyl)-5-(4,4,5,5-tetramethyl-1,3,2-dioxaborolan-2-yl)benzonitrile (D59) (500 mg), 3-bromo-5-chloro-1,2,4-thiadiazole (699 mg) and tripotassium phosphate (1116 mg) in N,N-dimethylformamide (DMF) (6 mL) and water (1.500 mL) stirred under nitrogen was added PdCl2(dppf) (154 mg). The reaction mixture was sealed and heated under microwave at 80° C. for 1 h. After cooling the reaction, the mixture was diluted with ethyl acetate, the organic phase was washed with water, dr... Reactants: C(C)(=O)C=1C=NC(=CC1)Cl (3-acetyl-6-chloropyridine), C1(CC1)C(=O)NN (cyclopropanecarboxylic acid hydrazide). The solvent is C(C)O (ethanol). The product is ClC1=CC=C(C=N1)C(C)=NNC(=O)C1CC1 (cyclopropanecarboxylic acid [1-(6-chloro-3-pyridinyl)ethylidene]hydrazide). As a reaction SMILES: [C:1]([C:4]1[CH:5]=[N:6][C:7]([Cl:10])=[CH:8][CH:9]=1)(=O)[CH3:2].[CH:11]1([C:14]([NH:16][NH2:17])=[O:15])[CH2:13][CH2:12]1>C(O)C>[Cl:10][C:7]1[N:6]=[CH:5][C:4]([C:1](=[N:17][NH:16][C:14]([CH:11]2[CH2:13][CH2:12]2)=[O:15])[CH3:2])=[CH:9][CH:8]=1. Procedure details: Following the general method of procedure 53 and making non-critical variations, except the product was purified by recrystallization from absolute ethanol rather than by chromatography, 5.25 gm (0.0337 mole) of 3-acetyl-6-chloropyridine and 3.40 gm (0.034 mole) of cyclopropanecarboxylic acid hydrazide yield 6.52 gm (81%) of the title compound having a melting point of 218.1° C. The reactants are FC1=C(C(=CC=C1)F)C=1SC=C(N1)C(=O)NC=1C(=C2C(=NC1)CCC2)N2C[C@H](CCC2)NC(OC(C)(C)C)=O (tert-Butyl {(3S)-1-[3-({[2-(2,6-difluorophenyl)-1,3-thiazol-4-yl]carbonyl}amino)-6,7-dihydro-5H-cyclopenta[b]pyridin-4-yl]piperidin-3-yl}carbamate), C(=O)(C(F)(F)F)O (TFA). The solvent is C(Cl)Cl (DCM), CO (MeOH), [NH4+].[OH-] (NH4OH). Reaction conditions: time 30 minute. Yields the product N[C@@H]1CN(CCC1)C1=C2C(=NC=C1NC(=O)C=1N=C(SC1)C1=C(C=CC=C1F)F)CCC2 (N-{4-[(3S)-3-Aminopiperidin-1-yl]-6,7-dihydro-5H-cyclopenta[b]pyridin-3-yl}-2-(2,6-difluorophenyl)-1,3-thiazole-4-carboxamide). Isolated yield 59.6%. RXN SMILES: [F:1][C:2]1[CH:7]=[CH:6][CH:5]=[C:4]([F:8])[C:3]=1[C:9]1[S:10][CH:11]=[C:12]([C:14]([NH:16][C:17]2[C:18]([N:26]3[CH2:31][CH2:30][CH2:29][C@H:28]([NH:32]C(=O)OC(C)(C)C)[CH2:27]3)=[C:19]3[CH2:25][CH2:24][CH2:23][C:20]3=[N:21][CH:22]=2)=[O:15])[N:13]=1.C(O)(C(F)(F)F)=O>C(Cl)Cl.CO.[NH4+].[OH-]>[NH2:32][C@H:28]1[CH2:29][CH2:30][CH2:31][N:26]([C:18]2[C:17]([NH:16][C:14]([C:12]3[N:13]=[C:9]([C:3]4[C:4]([F:8])=[CH:5][CH:6]=[CH:7][C:2]=4[F:1])[S:10][CH:11]=3)=[O:15])=[CH:22][N:21]=[C:20]3[CH2:23][CH2:24][CH2:25][C:19]=23)[CH2:27]1 |f:4.5|. Procedure: tert-Butyl {(3S)-1-[3-({[2-(2,6-difluorophenyl)-1,3-thiazol-4-yl]carbonyl}amino)-6,7-dihydro-5H-cyclopenta[b]pyridin-4-yl]piperidin-3-yl}carbamate (4 mg, 0.007 mmol) was dissolved in DCM (0.02 mL) and then TFA (0.03 mL, 0.4 mmol) was added. The resulting reaction mixture was stirred at room temperature for 30 min. and then concentrated to give a residue, which was diluted with MeOH and neutralized with small amount of NH4OH. The mixture was filtered and purified by preparative LC-MS (XBridge™ pr... The reactants are CN(C)C(C1CCC(CC1)N)C1=CC=CC=C1 (4-(dimethylaminophenylmethyl)-cyclohexylamine), CN(C)C(C1CCC(CC1)N)C1=CC=CC=C1 (4-(dimethylaminophenylmethyl)-cyclohexylamine), N,N′-Carbonyldiimidazole, COC1=C(C(=C(C(=C1)C)S(=O)(=O)N(CCOCC(=O)O)C)C)C ({2-[(4-methoxy-2,3,6-trimethylbenzenesulfonyl)-methylamino]-ethoxy}-acetic acid), COC1=C(C(=C(C(=C1)C)S(=O)(=O)N(CCOCC(=O)O)C)C)C ({2-[(4-methoxy-2,3,6-trimethylbenzenesulfonyl)-methylamino]-ethoxy}-acetic acid). The solvent is C1CCOC1 (THF), C1CCOC1 (THF). Run at time 3 day. The product is CN(C)C(C1CCC(CC1)NC(COCCN(C)S(=O)(=O)C1=C(C(=C(C=C1C)OC)C)C)=O)C1=CC=CC=C1 (N-[4-(Dimethylaminophenylmethyl)-cyclohexyl]-2-{2-[(4-methoxy-2,3,6-trimethylbenzenesulfonyl)-methylamino]-ethoxy}-acetamide). As a reaction SMILES: [CH3:1][O:2][C:3]1[CH:8]=[C:7]([CH3:9])[C:6]([S:10]([N:13]([CH3:21])[CH2:14][CH2:15][O:16][CH2:17][C:18]([OH:20])=O)(=[O:12])=[O:11])=[C:5]([CH3:22])[C:4]=1[CH3:23].[CH3:24][N:25]([CH:27]([C:35]1[CH:40]=[CH:39][CH:38]=[CH:37][CH:36]=1)[CH:28]1[CH2:33][CH2:32][CH:31]([NH2:34])[CH2:30][CH2:29]1)[CH3:26]>C1COCC1>[CH3:26][N:25]([CH:27]([C:35]1[CH:36]=[CH:37][CH:38]=[CH:39][CH:40]=1)[CH:28]1[CH2:29][CH2:30][CH:31]([NH:34][C:18](=[O:20])[CH2:17][O:16][CH2:15][CH2:14][N:13]([S:10]([C:6]2[C:7]([CH3:9])=[CH:8][C:3]([O:2][CH3:1])=[C:4]([CH3:23])[C:5]=2[CH3:22])(=[O:11])=[O:12])[CH3:21])[CH2:32][CH2:33]1)[CH3:24]. Reported procedure: N,N′-Carbonyldiimidazole (195 mg, 1.2 mmol) was added to a soln. of {2-[(4-methoxy-2,3,6-trimethylbenzenesulfonyl)-methylamino]-ethoxy}-acetic acid (Intermediate C) (346 mg, 1 mmol) in THF (5 ml) and the mixture was stirred at RT for 1 h. A soln. of 4-(dimethylaminophenylmethyl)-cyclohexylamine (Intermediate VII) (256 mg, 1.1 mmol) in THF (5 ml) was then added and the reaction mixture was stirred at RT for 3 d. Thereafter, the soln. was concentrated i. vac., the residue was taken up in NaHCO3 so... Reactants: C1N(CCC2=CC=CC=C12)C([C@@H](CC1=CC2=CC=CC=C2C=C1)NC)=O ((2R)-1-(1,2,3,4-tetrahydroisoquinolin-2-yl)-2-(methylamino)-3-(2-naphthyl)-1-propanone), C(C)N(C(C)C)C(C)C (ethyldiisopropylamine), C(C)(C)(C)OC(=O)NC(C/C=C/C(=O)O)(C)C ((2E)-5-(tert-Butoxycarbonylamino)-5-methylhex-2-enoic acid), ON1N=NC2=C1N=CC=C2 (1-Hydroxy-7-azabenzotriazole), Cl.CN(CCCN=C=NCC)C (N-(3-Dimethylaminopropyl)-N'-ethylcarbodiimide hydrochloride). Solvent: ClCCl (dichloromethane), C(C)(=O)OCC (ethyl acetate), CN(C=O)C (N,N-dimethylformamide), ClCCl (dichloromethane). Reaction conditions: temperature 0 celsius, time 15 minute. Yields the product C(C)(C)(C)OC(NC(C\C=C\C(N(C)[C@@H](C(=O)N1CC2=CC=CC=C2CC1)CC1=CC2=CC=CC=C2C=C1)=O)(C)C)=O (((3E)-4-(N-((1R)-2-(1,2,3,4-tetrahydroisoquinolin-2-yl)-1-((2-naphthyl)methyl)-2-oxoethyl)-N-methylcarbamoyl)-1,1-dimethylbut-3-enyl)carbamic acid tert-butyl ester). Isolated yield 97.9%. Reaction SMILES: [C:1]([O:5][C:6]([NH:8][C:9]([CH3:17])([CH3:16])[CH2:10]/[CH:11]=[CH:12]/[C:13]([OH:15])=O)=[O:7])([CH3:4])([CH3:3])[CH3:2].ON1C2N=CC=CC=2N=N1.Cl.CN(C)CCCN=C=NCC.[CH2:40]1[C:49]2[C:44](=[CH:45][CH:46]=[CH:47][CH:48]=2)[CH2:43][CH2:42][N:41]1[C:50](=[O:65])[C@H:51]([NH:63][CH3:64])[CH2:52][C:53]1[CH:62]=[CH:61][C:60]2[C:55](=[CH:56][CH:57]=[CH:58][CH:59]=2)[CH:54]=1.C(N(C(C)C)C(C)C)C>CN(C)C=O.ClCCl.C(OCC)(=O)C>[C:1]([O:5][C:6](=[O:7])[NH:8][C:9]([CH3:17])([CH3:16])[CH2:10]/[CH:11]=[CH:12]/[C:13](=[O:15])[N:63]([C@H:51]([CH2:52][C:53]1[CH:62]=[CH:61][C:60]2[C:55](=[CH:56][CH:57]=[CH:58][CH:59]=2)[CH:54]=1)[C:50]([N:41]1[CH2:42][CH2:43][C:44]2[C:49](=[CH:48][CH:47]=[CH:46][CH:45]=2)[CH2:40]1)=[O:65])[CH3:64])([CH3:2])([CH3:3])[CH3:4] |f:2.3|. Procedure: (2E)-5-(tert-Butoxycarbonylamino)-5-methylhex-2-enoic acid (283 mg, 1.16 mmol) was dissolved in N,N-dimethylformamide (5.5 ml) and dichloromethane (6.5 ml). 1-Hydroxy-7-azabenzotriazole (158 mg, 1.16 mmol) was added. The mixture was cooled to 0° C. N-(3-Dimethylaminopropyl)-N'-ethylcarbodiimide hydrochloride (223 mg, 1.16 mmol) was added. The reaction mixture was stirred for 15 min at 0° C. A solution of (2R)-1-(1,2,3,4-tetrahydroisoquinolin-2-yl)-2-(methylamino)-3-(2-naphthyl)-1-propanone (400 ...